From a dataset of the Open Reaction Database (ORD), a public repository of structured organic reaction records. describe an organic reaction: reactants, conditions, products, and yield The reactants are Cc1cccc(CN2C(=O)CN(C(C(=O)OC(C)(C)C)C(C)(C)C)C2=O)n1, ClCCl, O=C(O)C(F)(F)F. The product is Cc1cccc(CN2C(=O)CN(C(C(=O)O)C(C)(C)C)C2=O)n1. RXN SMILES: [C:1]([CH3:2])([CH3:3])([CH3:4])[O:5][C:6]([CH:7]([C:8]([CH3:9])([CH3:10])[CH3:11])[N:12]1[C:13](=[O:26])[N:14]([CH2:18][c:19]2[n:20][c:21]([CH3:25])[cH:22][cH:23][cH:24]2)[C:15](=[O:17])[CH2:16]1)=[O:27].[Cl:35][CH2:36][Cl:37].[OH:28][C:29]([C:30]([F:31])([F:32])[F:33])=[O:34]>>[O:5]=[C:6]([CH:7]([C:8]([CH3:9])([CH3:10])[CH3:11])[N:12]1[C:13](=[O:26])[N:14]([CH2:18][c:19]2[n:20][c:21]([CH3:25])[cH:22][cH:23][cH:24]2)[C:15](=[O:17])[CH2:16]1)[OH:27]. Reactants: BrC=1C=NC(=NC1)Cl (5-bromo-2-chloropyrimidine), C(CCCCC)OC1=NC=C(C=C1)B(O)O (2-hexyloxypyridine-5-boronic acid). Product: ClC1=NC=C(C=N1)C=1C=NC(=CC1)OCCCCCC (2-chloro-5-(6-hexyloxypyridin-3-yl)pyrimidine). Reaction SMILES: Br[C:2]1[CH:3]=[N:4][C:5]([Cl:8])=[N:6][CH:7]=1.[CH2:9]([O:15][C:16]1[CH:21]=[CH:20][C:19](B(O)O)=[CH:18][N:17]=1)[CH2:10][CH2:11][CH2:12][CH2:13][CH3:14]>>[Cl:8][C:5]1[N:4]=[CH:3][C:2]([C:19]2[CH:18]=[N:17][C:16]([O:15][CH2:9][CH2:10][CH2:11][CH2:12][CH2:13][CH3:14])=[CH:21][CH:20]=2)=[CH:7][N:6]=1. Procedure: A reaction of 5-bromo-2-chloropyrimidine and 2-hexyloxypyridine-5-boronic acid is carried out analogously to the procedure indicated for precursor 3. Corresponding purification gives a colorless solid. Reported procedure: To a solution of (S)-5-(4-cyclohexyl-phenoxymethyl)-4,5-dihydro-oxazol-2-ylamine (0.5 g, 1.82 mmol), prepared in accordance with the procedures described in Steps 1 and 2 of Example 1 and starting from R-epichlorohydrin and 4-cyclohexylphenol, in ethanol (10 mL) was added diethyl acetylenedicarboxylate (0.39 g, 2.29 mmol). The reaction mixture was heated at reflux for 14 hours and then stored in a freezer overnight. The reaction mixture was warmed to room temperature. The resulting crystalline s... Run in C(C)O (ethanol). The product is C(C)OC(=O)C1=CC(N=C2N1C[C@H](O2)COC2=CC=C(C=C2)C2CCCCC2)=O ((S)-2-(4-cyclohexyl-phenoxymethyl)-7-oxo-2,3-dihydro-7H-oxazolo[3,2-a]pyrimidine-5-carboxylic acid ethyl ester). Reaction conditions: time 8 hour. Reaction SMILES: [CH:1]1([C:7]2[CH:20]=[CH:19][C:10]([O:11][CH2:12][C@H:13]3[O:17][C:16]([NH2:18])=[N:15][CH2:14]3)=[CH:9][CH:8]=2)[CH2:6][CH2:5][CH2:4][CH2:3][CH2:2]1.C1O[C@H]1CCl.C1(C2C=CC(O)=CC=2)CCCCC1.[C:39]([C:46](OCC)=[O:47])#[C:40][C:41]([O:43][CH2:44][CH3:45])=[O:42]>C(O)C>[CH2:44]([O:43][C:41]([C:40]1[N:15]2[CH2:14][C@@H:13]([CH2:12][O:11][C:10]3[CH:19]=[CH:20][C:7]([CH:1]4[CH2:2][CH2:3][CH2:4][CH2:5][CH2:6]4)=[CH:8][CH:9]=3)[O:17][C:16]2=[N:18][C:46](=[O:47])[CH:39]=1)=[O:42])[CH3:45]. The reactants are C1(CCCCC1)C1=CC=C(OC[C@@H]2CN=C(O2)N)C=C1 ((S)-5-(4-cyclohexyl-phenoxymethyl)-4,5-dihydro-oxazol-2-ylamine), C(#CC(=O)OCC)C(=O)OCC (diethyl acetylenedicarboxylate), C1[C@@H](O1)CCl (R-epichlorohydrin), C1(CCCCC1)C1=CC=C(C=C1)O (4-cyclohexylphenol). The yield is 58.9%. The reactants are FC1=CC=C(C=C1)C(=C1CCN(CC1)CCC1=C(N=C2N(C1=O)C=CS2)C)C2=CC=C(C=C2)F (6-[2-[4-[bis(4-fluorophenyl)methylene]-1-piperidinyl]ethyl]-7-methyl-5H-thiazolo[3,2-a]pyrimidin-5-one), OC(C(=O)O)C(C(=O)O)O (2,3-dihydroxybutanedioic acid). Run in CC(C)O (2-propanol). Yields the product FC1=CC=C(C=C1)C(=C1CCN(CC1)CCC1=C(N=C2N(C1=O)C=CS2)C)C2=CC=C(C=C2)F ((+)-6-[2-[4-[bis(4-fluorophenyl)methylene]-1-piperidinyl]ethyl]-7-methyl-5H-thiazolo[3,2-a]pyrimidin-5-one), OC(C(=O)[O-])C(C(=O)[O-])O (2,3-dihydroxybutanedioate). Isolated yield 98.0%. RXN SMILES: [F:1][C:2]1[CH:7]=[CH:6][C:5]([C:8]([C:28]2[CH:33]=[CH:32][C:31]([F:34])=[CH:30][CH:29]=2)=[C:9]2[CH2:14][CH2:13][N:12]([CH2:15][CH2:16][C:17]3[C:22](=[O:23])[N:21]4[CH:24]=[CH:25][S:26][C:20]4=[N:19][C:18]=3[CH3:27])[CH2:11][CH2:10]2)=[CH:4][CH:3]=1.[OH:35][CH:36]([CH:40]([OH:44])[C:41]([OH:43])=[O:42])[C:37]([OH:39])=[O:38]>CC(O)C>[F:1][C:2]1[CH:3]=[CH:4][C:5]([C:8]([C:28]2[CH:33]=[CH:32][C:31]([F:34])=[CH:30][CH:29]=2)=[C:9]2[CH2:14][CH2:13][N:12]([CH2:15][CH2:16][C:17]3[C:22](=[O:23])[N:21]4[CH:24]=[CH:25][S:26][C:20]4=[N:19][C:18]=3[CH3:27])[CH2:11][CH2:10]2)=[CH:6][CH:7]=1.[OH:35][CH:36]([CH:40]([OH:44])[C:41]([O-:43])=[O:42])[C:37]([O-:39])=[O:38]. Procedure: A mixture of 4 parts of 6-[2-[4-[bis(4-fluorophenyl)methylene]-1-piperidinyl]ethyl]-7-methyl-5H-thiazolo[3,2-a]pyrimidin-5-one, 1.3 parts of (+)-[R-(R*,R*)]-2,3-dihydroxybutanedioic acid and 96 parts of 2-propanol was stirred and heated till all solid entered solution. The whole was cooled while stirring. The product was filtered off and dried, yielding 5.1 parts (98%) of (+)-6-[2-[4-[bis(4-fluorophenyl)methylene]-1-piperidinyl]ethyl]-7-methyl-5H-thiazolo[3,2-a]pyrimidin-5-one [R-(R*,R*)]-2,3-di... Reactants: CCCN(CCC)Cc1ccc(C(=O)O)cc1, ClC(Cl)Cl, N#Cc1ccc(N)c(N)c1, On1nnc2ccccc21. RXN SMILES: [CH2:1]([CH2:2][CH3:3])[N:4]([CH2:5][CH2:6][CH3:7])[CH2:8][c:9]1[cH:10][cH:11][c:12]([C:13](=[O:14])[OH:15])[cH:16][cH:17]1.[CH:38]([Cl:39])([Cl:40])[Cl:41].[NH2:28][c:29]1[cH:30][c:31]([C:32]#[N:33])[cH:34][cH:35][c:36]1[NH2:37].[OH:18][n:19]1[c:20]2[c:21]([cH:22][cH:23][cH:24][cH:25]2)[n:26][n:27]1>>[CH2:1]([CH2:2][CH3:3])[N:4]([CH2:5][CH2:6][CH3:7])[CH2:8][c:9]1[cH:10][cH:11][c:12]([C:13](=[O:15])[NH:28][c:29]2[cH:30][c:31]([C:32]#[N:33])[cH:34][cH:35][c:36]2[NH2:37])[cH:16][cH:17]1. Product: CCCN(CCC)Cc1ccc(C(=O)Nc2cc(C#N)ccc2N)cc1. The reactants are C(C)(=O)N1CC(CCC1)(CC1=CC=C(C=C1)OCCCNC1=[N+](C=CC=C1)[O-])CC(=O)OCC (Ethyl [1-acetyl-3-(4-{3-[(1-oxidopyridin-2-yl)amino]propoxy}benzyl)piperidin-3-yl]acetate), C1(=CC=CC=C1)P(C1=CC=CC=C1)C1=CC=CC=C1 (triphenylphosphine). The reagents and catalysts are [Fe] (iron). The solvent is C(C)(=O)O (acetic acid). Yields the product C(C)(=O)N1CC(CCC1)(CC1=CC=C(C=C1)OCCCNC1=NC=CC=C1)CC(=O)OCC (Ethyl (1-acetyl-3-{4-[3-(pyridin-2-ylamino)propoxy]benzyl}piperidin-3-yl)acetate). Yield: 33.4%. Reaction SMILES: [C:1]([N:4]1[CH2:9][CH2:8][CH2:7][C:6]([CH2:29][C:30]([O:32][CH2:33][CH3:34])=[O:31])([CH2:10][C:11]2[CH:16]=[CH:15][C:14]([O:17][CH2:18][CH2:19][CH2:20][NH:21][C:22]3[CH:27]=[CH:26][CH:25]=[CH:24][N+:23]=3[O-])=[CH:13][CH:12]=2)[CH2:5]1)(=[O:3])[CH3:2].C1(P(C2C=CC=CC=2)C2C=CC=CC=2)C=CC=CC=1>[Fe].C(O)(=O)C>[C:1]([N:4]1[CH2:9][CH2:8][CH2:7][C:6]([CH2:29][C:30]([O:32][CH2:33][CH3:34])=[O:31])([CH2:10][C:11]2[CH:12]=[CH:13][C:14]([O:17][CH2:18][CH2:19][CH2:20][NH:21][C:22]3[CH:27]=[CH:26][CH:25]=[CH:24][N:23]=3)=[CH:15][CH:16]=2)[CH2:5]1)(=[O:3])[CH3:2]. Procedure: A mixture of the product from STEP 9 (335 mg), iron powder (74 mg, 1.3 mmol), triphenylphosphine (236 mg, 0.9 mmol), and acetic acid (6.3 ml) was heated at reflux for 30 min. The cooled reaction was filtered through a short column of Celite®, and washed with ethyl acetate. The filtrate was concentrated to give 108 mg of an colorless oil. This product mixture was used without further purification. The 1H NMR spectrum of the product was consistent for the proposed structure. The reactants are BrC=1C=C(C=C(C1)[N+](=O)[O-])CO ((3-bromo-5-nitrophenyl)methanol), IC (iodomethane), [H-].[Na+] (NaH). The solvent is CN(C)C=O (DMF). Reaction conditions: temperature 0 celsius. The product is BrC1=CC(=CC(=C1)[N+](=O)[O-])COC (1-bromo-3-(methoxymethyl)-5-nitrobenzene). Yield: 89.0%. RXN SMILES: [Br:1][C:2]1[CH:3]=[C:4]([CH2:11][OH:12])[CH:5]=[C:6]([N+:8]([O-:10])=[O:9])[CH:7]=1.I[CH3:14].[H-].[Na+]>CN(C=O)C>[Br:1][C:2]1[CH:7]=[C:6]([N+:8]([O-:10])=[O:9])[CH:5]=[C:4]([CH2:11][O:12][CH3:14])[CH:3]=1 |f:2.3|. Reported procedure: To a solution of (3-bromo-5-nitrophenyl)methanol (500 mg, 2.155 mmol) in DMF (7.2 mL) was added iodomethane (0.40 mL, 6.46 mmol. The solution was cooled to 0° C. before NaH (60% dispersion in mineral oil, 172 mg, 4.31 mmol) was added. The reaction was stirred at 0° C. and allowed to come to room temperature. After 2 hours the reaction was quenched with water and ethyl acetate was then added. Extraction was done with ethyl acetate (3×). The combined organic layer was dried over magnesium sulfate ... The reactants are O=C(OCc1ccccc1)N(CCO)c1ccc([N+](=O)[O-])cc1O, CCOC(C)=O, [H][H]. Yields the product Nc1ccc(N(CCO)C(=O)OCc2ccccc2)c(O)c1. RXN SMILES: [CH2:1]([c:2]1[cH:3][cH:4][cH:5][cH:6][cH:7]1)[O:8][C:9](=[O:10])[N:11]([CH2:12][CH2:13][OH:14])[c:15]1[c:16]([OH:24])[cH:17][c:18]([N+:21]([O-:22])=[O:23])[cH:19][cH:20]1.[CH3:27][CH2:28][O:29][C:30](=[O:31])[CH3:32].[H:25][H:26]>>[CH2:1]([c:2]1[cH:3][cH:4][cH:5][cH:6][cH:7]1)[O:8][C:9](=[O:10])[N:11]([CH2:12][CH2:13][OH:14])[c:15]1[c:16]([OH:24])[cH:17][c:18]([NH2:21])[cH:19][cH:20]1. Reactants: CC(=O)c1ccc(Cl)s1, CCN=C=NCCCN(C)C, CCN(C(C)C)C(C)C, O=C(O)c1cc(-c2ccc(Cl)s2)[nH]n1, Cl, Cl, NCC(=O)N1CCC(Oc2cccc(C(F)(F)F)c2)CC1, CN(C)C=O, O, On1nnc2ccccc21. Yields the product O=C(NCC(=O)N1CCC(Oc2cccc(C(F)(F)F)c2)CC1)c1cc(-c2ccc(Cl)s2)[nH]n1. Reaction SMILES: [C:24]([c:25]1[s:26][c:27]([Cl:28])[cH:29][cH:30]1)(=[O:31])[CH3:32].[CH3:43][CH2:44][N:45]=[C:46]=[N:47][CH2:48][CH2:49][CH2:50][N:51]([CH3:52])[CH3:53].[CH:1]([N:2]([CH2:3][CH3:4])[CH:5]([CH3:6])[CH3:7])([CH3:8])[CH3:9].[Cl:10][c:11]1[cH:12][cH:13][c:14](-[c:16]2[cH:17][c:18]([C:21](=[O:22])[OH:23])[n:19][nH:20]2)[s:15]1.[ClH:54].[ClH:55].[NH2:56][CH2:57][C:58](=[O:59])[N:60]1[CH2:61][CH2:62][CH:63]([O:66][c:67]2[cH:68][c:69]([C:73]([F:74])([F:75])[F:76])[cH:70][cH:71][cH:72]2)[CH2:64][CH2:65]1.[O:77]=[CH:78][N:79]([CH3:80])[CH3:81].[OH2:82].[OH:33][n:34]1[c:35]2[c:36]([cH:37][cH:38][cH:39][cH:40]2)[n:41][n:42]1>>[Cl:10][c:11]1[cH:12][cH:13][c:14](-[c:16]2[cH:17][c:18]([C:21](=[O:23])[NH:56][CH2:57][C:58](=[O:59])[N:60]3[CH2:61][CH2:62][CH:63]([O:66][c:67]4[cH:68][c:69]([C:73]([F:74])([F:75])[F:76])[cH:70][cH:71][cH:72]4)[CH2:64][CH2:65]3)[n:19][nH:20]2)[s:15]1.